Dataset: the Open Reaction Database (ORD), a public repository of structured organic reaction records. Task: describe an organic reaction: reactants, conditions, products, and yield The reactants are C(C1=CC=CC=C1)OC(=O)N1CC(C1)C(=O)O (1-(benzyloxycarbonyl)azetidine-3-carboxylic acid), NC1=CC=C(C=C1)C1CCN(CC1)C(=O)OC(C)(C)C (tert-butyl 4-(4-aminophenyl)piperidine-1-carboxylate), NC1=CC=C(OC2CCN(CC2)C(=O)OC(C)(C)C)C=C1 (tert-butyl 4-(4-aminophenoxy)piperidine-1-carboxylate). Product: C(C1=CC=CC=C1)OC(=O)N1C[C@H](CC1)C(=O)NC1=CC=C(C=C1)C1CCN(CC1)C(=O)OC(C)(C)C ((S)-tert-butyl 4-(4-(1-((benzyloxy)carbonyl)pyrrolidine-3-carboxamido)phenyl)piperidine-1-carboxylate). RXN SMILES: [CH2:1]([O:8][C:9]([N:11]1[CH2:14][CH:13]([C:15]([OH:17])=O)[CH2:12]1)=[O:10])[C:2]1[CH:7]=[CH:6][CH:5]=[CH:4][CH:3]=1.[NH2:18][C:19]1[CH:24]=[CH:23][C:22]([CH:25]2[CH2:30][CH2:29][N:28]([C:31]([O:33][C:34]([CH3:37])([CH3:36])[CH3:35])=[O:32])[CH2:27][CH2:26]2)=[CH:21][CH:20]=1.N[C:39]1C=CC(OC2CCN(C(OC(C)(C)C)=O)CC2)=CC=1>>[CH2:1]([O:8][C:9]([N:11]1[CH2:39][CH2:12][C@H:13]([C:15]([NH:18][C:19]2[CH:24]=[CH:23][C:22]([CH:25]3[CH2:26][CH2:27][N:28]([C:31]([O:33][C:34]([CH3:37])([CH3:36])[CH3:35])=[O:32])[CH2:29][CH2:30]3)=[CH:21][CH:20]=2)=[O:17])[CH2:14]1)=[O:10])[C:2]1[CH:3]=[CH:4][CH:5]=[CH:6][CH:7]=1. Reported procedure: The title compound was prepared as described in Example 1A, substituting (S)-1-((benzyloxy)carbonyl)pyrrolidine-3-carboxylic acid for 1-(benzyloxycarbonyl)azetidine-3-carboxylic acid and tert-butyl 4-(4-aminophenyl)piperidine-1-carboxylate for tert-butyl 4-(4-aminophenoxy)piperidine-1-carboxylate. The reactants are CC(=O)O[BH-](OC(C)=O)OC(C)=O, CC(=O)[O-], CO, CC=O, Cl, COC(=O)c1ccc(C2CCNCC2)cc1, [Na+], [Na+]. Product: CCN1CCC(c2ccc(C(=O)OC)cc2)CC1. Reaction SMILES: [C:1]([CH3:2])([O:3][BH-:4]([O:5][C:6](=[O:7])[CH3:8])[O:9][C:10](=[O:11])[CH3:12])=[O:13].[CH3:36][C:37](=[O:38])[O-:39].[CH3:40][OH:41].[CH:15](=[O:16])[CH3:17].[ClH:34].[NH:18]1[CH2:19][CH2:20][CH:21]([c:24]2[cH:25][cH:26][c:27]([C:28](=[O:29])[O:30][CH3:31])[cH:32][cH:33]2)[CH2:22][CH2:23]1.[Na+:14].[Na+:35]>>[CH2:1]([CH3:2])[N:18]1[CH2:19][CH2:20][CH:21]([c:24]2[cH:25][cH:26][c:27]([C:28](=[O:29])[O:30][CH3:31])[cH:32][cH:33]2)[CH2:22][CH2:23]1. Reactants: COC1=C(C(=CC=C1)OC)C1CCCC(N1)=O (6-(2,6-dimethoxyphenyl)piperidin-2-one), BrC(C)C1=CC=C(C=C1)OC(F)(F)F (1-(1-bromoethyl)-4-(trifluoromethoxy)benzene). Yields the product COC1=C(C(=CC=C1)OC)C1CCCC(N1C(C)C1=CC=C(C=C1)OC(F)(F)F)=O (6-(2,6-dimethoxyphenyl)-1-(1-(4-(trifluoromethoxy)phenyl)ethyl)piperidin-2-one). RXN SMILES: [CH3:1][O:2][C:3]1[CH:8]=[CH:7][CH:6]=[C:5]([O:9][CH3:10])[C:4]=1[CH:11]1[NH:16][C:15](=[O:17])[CH2:14][CH2:13][CH2:12]1.Br[CH:19]([C:21]1[CH:26]=[CH:25][C:24]([O:27][C:28]([F:31])([F:30])[F:29])=[CH:23][CH:22]=1)[CH3:20]>>[CH3:1][O:2][C:3]1[CH:8]=[CH:7][CH:6]=[C:5]([O:9][CH3:10])[C:4]=1[CH:11]1[N:16]([CH:19]([C:21]2[CH:22]=[CH:23][C:24]([O:27][C:28]([F:29])([F:30])[F:31])=[CH:25][CH:26]=2)[CH3:20])[C:15](=[O:17])[CH2:14][CH2:13][CH2:12]1. Procedure details: Prepared according to the described general procedure 4 (GP4) by reaction of 6-(2,6-dimethoxyphenyl)piperidin-2-one with 1-(1-bromoethyl)-4-(trifluoromethoxy)benzene. Subsequent purification by preparative HPLC afforded the target compound. LC-MS (conditions A): tR=0.94 min.; [M+H]+: 424.23 g/mol. Reactants: FC1=C(C=2C=CC(N3C=C(C(C(C23)=C1)=O)C(=O)O)C)N1CCN(CC1)C (9-fluoro-5-methyl-8-(4-methyl-1-piperazinyl)-1-oxo-1H, 5H-benzo[ij]quinolizine-2-carboxylic acid), Cl (hydrochloric acid). Solvent: aqueous solution, [OH-].[Na+] (sodium hydroxide), C(C)(C)O (isopropanol). The product is Cl.FC1=C(C=2C=CC(N3C=C(C(C(C23)=C1)=O)C(=O)O)C)N1CCN(CC1)C (9-fluoro-5-methyl-8-(4-methyl-1-piperazinyl)-1-oxo-1H, 5H-benzo[ij]quinolizine-2-carboxylic acid hydrochloride). Yield: 76.0%. As a reaction SMILES: [F:1][C:2]1[CH:14]=[C:12]2[C:13]3[N:8]([CH:9]=[C:10]([C:16]([OH:18])=[O:17])[C:11]2=[O:15])[CH:7]([CH3:19])[CH:6]=[CH:5][C:4]=3[C:3]=1[N:20]1[CH2:25][CH2:24][N:23]([CH3:26])[CH2:22][CH2:21]1.[ClH:27]>[OH-].[Na+].C(O)(C)C>[ClH:27].[F:1][C:2]1[CH:14]=[C:12]2[C:13]3[N:8]([CH:9]=[C:10]([C:16]([OH:18])=[O:17])[C:11]2=[O:15])[CH:7]([CH3:19])[CH:6]=[CH:5][C:4]=3[C:3]=1[N:20]1[CH2:21][CH2:22][N:23]([CH3:26])[CH2:24][CH2:25]1 |f:2.3,5.6|. Procedure: 1.79 g (0.005 mole) of 9-fluoro-5-methyl-8-(4-methyl-1-piperazinyl)-1-oxo-1H, 5H-benzo[ij]quinolizine-2-carboxylic acid was dissolved, at room temperature, in a mixture of 17 ml of 3N aqueous solution of sodium hydroxide and 5 ml of isopropanol. This solution was adjusted to pH 1 by the addition of concentrated hydrochloric acid under cooling with ice. The crystals which separated out were collected by filtration and successively washed with small volumes of water and isopropanol. These crystals... Reactants: C(C)(C)(C)OC1=C(C(=O)C2=CC=C(C=C2)NC2=C(C=CC=C2)[N+](=O)[O-])C=CC=C1 (2-tert-butoxy-4′-(2-nitrophenylamino)benzophenone), C(C)(C)(C)OC1=C(C(=O)C2=CC=C(C=C2)NC2=C(C=CC=C2)[N+](=O)[O-])C=CC=C1 (2-tert-butoxy-4′-(2-nitrophenylamino)benzophenone), COC1=C(C(=O)C2=C(C=CC=C2)C)C=CC(=C1)NC1=C(C=CC=C1)[N+](=O)[O-] (2-methoxy-2′-methyl-4-(2-nitrophenylamino)benzophenone). The product is NC1=C(C=CC=C1)NC1=CC=C(C(=O)C2=C(C=CC=C2)OC(C)(C)C)C=C1 (4-(2-Aminophenylamino)-2′-tert-butoxybenzophenone). As a reaction SMILES: [C:1]([O:5][C:6]1[CH:29]=[CH:28][CH:27]=[CH:26][C:7]=1[C:8]([C:10]1[CH:15]=[CH:14][C:13]([NH:16][C:17]2[CH:22]=[CH:21][CH:20]=[CH:19][C:18]=2[N+:23]([O-])=O)=[CH:12][CH:11]=1)=[O:9])([CH3:4])([CH3:3])[CH3:2].COC1C=C(NC2C=CC=CC=2[N+]([O-])=O)C=CC=1C(C1C=CC=CC=1C)=O>>[NH2:23][C:18]1[CH:19]=[CH:20][CH:21]=[CH:22][C:17]=1[NH:16][C:13]1[CH:14]=[CH:15][C:10]([C:8]([C:7]2[CH:26]=[CH:27][CH:28]=[CH:29][C:6]=2[O:5][C:1]([CH3:2])([CH3:3])[CH3:4])=[O:9])=[CH:11][CH:12]=1. Procedure details: By following the procedure of example 70, but using 2-tert-butoxy-4′-(2-nitrophenylamino)benzophenone (Compound 256) in place of 2-methoxy-2′-methyl-4-(2-nitrophenylamino)benzophenone (Compound 255), the desired compound was obtained. Reactants: COC(=O)Cl, Oc1ccc(F)cc1Cl, [Na+], [OH-], O. Product: COC(=O)c1ccc(F)cc1Cl. Reaction SMILES: [Cl:12][C:13](=[O:14])[O:15][CH3:16].[Cl:1][c:2]1[c:3]([OH:9])[cH:4][cH:5][c:6]([F:8])[cH:7]1.[Na+:11].[OH-:10].[OH2:17]>>[Cl:1][c:2]1[c:3]([C:13](=[O:14])[O:15][CH3:16])[cH:4][cH:5][c:6]([F:8])[cH:7]1.